This data is from the Open Reaction Database (ORD), a public repository of structured organic reaction records. The task is: describe an organic reaction: reactants, conditions, products, and yield The reactants are CC=1N=CSC1C=O (4-methylthiazole-5-carboxaldehyde), C1CCOC1 (THF), C1(CCCCC1)C[Mg]Br (Cyclohexylmethylmagnesium bromide), solution. The solvent is CCOCC (ether). Run at temperature -10 celsius, time 1 hour. The product is CC=1N=CSC1C(CC1CCCCC1)O (4-methyl-5-(1-hydroxy-2-cyclohexylethyl)thiazole). The yield is 58.0%. Reaction SMILES: [CH3:1][C:2]1[N:3]=[CH:4][S:5][C:6]=1[CH:7]=[O:8].C1COCC1.[CH:14]1([CH2:20][Mg]Br)[CH2:19][CH2:18][CH2:17][CH2:16][CH2:15]1>CCOCC>[CH3:1][C:2]1[N:3]=[CH:4][S:5][C:6]=1[CH:7]([OH:8])[CH2:20][CH:14]1[CH2:19][CH2:18][CH2:17][CH2:16][CH2:15]1. Reported procedure: A 3-neck, 100 mL round-bottom flask was charged with the product from Example 22D (412.6 mg, 3.5 mmol) and anhydrous THF (15 mL) under N2 atmosphere. The reaction was cooled to −10° C. Cyclohexylmethylmagnesium bromide (7 mL, of a 1.0M solution in ether, 7 mmol) was added dropwise. The reaction was stirred for 1 hour, warmed to room temperature, and stirred for an additional 3 hours. The reaction was quenched with 10 mL THF/1M HCl (1:1). The aqueous and organic layers were separated. The pH ofth...